Dataset: the Open Reaction Database (ORD), a public repository of structured organic reaction records. Task: describe an organic reaction: reactants, conditions, products, and yield Reactants: C(C)(C)(C)OC(NCC=1N(C(C2=CC=C(C=C2C1OCCCC)C=1SC(=C(N1)C)C(=O)N)=O)CC(C)C)=O (Tert-butyl{6-[5-(aminocarbonyl)-4-methyl-1,3-thiazol-2-yl]-4-butoxy-2-isobutyl-1-oxo-1,2-dihydro-3-isoquinolinyl}methylcarbamate), Cl (hydrogen chloride). Solvent: C(C)(=O)OCC (ethyl acetate). Run at time 1 hour. The product is Cl.NCC=1N(C(C2=CC=C(C=C2C1OCCCC)C=1SC(=C(N1)C)C(=O)N)=O)CC(C)C (2-[3-(aminomethyl)-4-butoxy-2-isobutyl-1-oxo-1,2-dihydro-6-isoquinolinyl]-4-methyl-1,3-thiazole-5-carboxamide hydrochloride). The yield is 94.7%. RXN SMILES: C(OC(=O)[NH:7][CH2:8][C:9]1[N:10]([CH2:34][CH:35]([CH3:37])[CH3:36])[C:11](=[O:33])[C:12]2[C:17]([C:18]=1[O:19][CH2:20][CH2:21][CH2:22][CH3:23])=[CH:16][C:15]([C:24]1[S:25][C:26]([C:30]([NH2:32])=[O:31])=[C:27]([CH3:29])[N:28]=1)=[CH:14][CH:13]=2)(C)(C)C.[ClH:39]>C(OCC)(=O)C>[ClH:39].[NH2:7][CH2:8][C:9]1[N:10]([CH2:34][CH:35]([CH3:36])[CH3:37])[C:11](=[O:33])[C:12]2[C:17]([C:18]=1[O:19][CH2:20][CH2:21][CH2:22][CH3:23])=[CH:16][C:15]([C:24]1[S:25][C:26]([C:30]([NH2:32])=[O:31])=[C:27]([CH3:29])[N:28]=1)=[CH:14][CH:13]=2 |f:3.4|. Procedure: Tert-butyl{6-[5-(aminocarbonyl)-4-methyl-1,3-thiazol-2-yl]-4-butoxy-2-isobutyl-1-oxo-1,2-dihydro-3-isoquinolinyl}methylcarbamate (0.22 g, 0.4 mmol) was dissolved in a solution of 4N hydrogen chloride in ethyl acetate (5 ml). The solution was stirred at room temperature for 1 h. The reaction mixture was concentrated under reduced pressure, and the residue was crystallized from ethyl acetate to give 2-[3-(aminomethyl)-4-butoxy-2-isobutyl-1-oxo-1,2-dihydro-6-isoquinolinyl]-4-methyl-1,3-thiazole-5-c... Starting materials: crude product, BrCCNC(OC(C)(C)C)=O (t-butyl 2-bromoethylcarbamate), FC1=CC=C(C=C1)O (4-fluorophenol), C([O-])([O-])=O.[K+].[K+] (potassium carbonate). Run in CN(C)C=O (DMF). Conditions: temperature 90 celsius, time 8 hour. The product is FC1=CC=C(OCCNC(OC(C)(C)C)=O)C=C1 (t-butyl 2-(4-fluorophenoxy)ethylcarbamate). As a reaction SMILES: Br[CH2:2][CH2:3][NH:4][C:5](=[O:11])[O:6][C:7]([CH3:10])([CH3:9])[CH3:8].[F:12][C:13]1[CH:18]=[CH:17][C:16]([OH:19])=[CH:15][CH:14]=1.C(=O)([O-])[O-].[K+].[K+]>CN(C=O)C>[F:12][C:13]1[CH:18]=[CH:17][C:16]([O:19][CH2:2][CH2:3][NH:4][C:5](=[O:11])[O:6][C:7]([CH3:10])([CH3:9])[CH3:8])=[CH:15][CH:14]=1 |f:2.3.4|. Procedure details: To the crude product (700 mg) of t-butyl 2-bromoethylcarbamate obtained in Step 1 were added 4-fluorophenol (875 mg), potassium carbonate (1.08 g) and DMF (7 ml), and the mixture was stirred overnight at 90° C. The solvent was evaporated, and the mixture was diluted with ethyl acetate. After washing with water, the organic layer was dried over anhydrous sodium sulfate, and the solvent was evaporated. The obtained crude product was purified by silica gel chromatography (ethyl acetate-hexane) to g... Reactants: ICCCCCCCCCCOC1OCCCC1 (2-(10-iododecyloxy)tetrahydropyrane), C=CCC=1C=CC(=C(C1)C=2C=C(C=CC2O)CC=C)O (Magnolol), [H][H] (hydrogen), [H-].[Na+] (sodium hydride). Solvent: CN(C)C=O (DMF). Run at temperature 70 celsius, time 3 hour. Yields the product C(C=C)C1=CC(=C(C=C1)O)C1=C(C=CC(=C1)CC=C)OCCCCCCCCCCOC1OCCCC1 (4-allyl-2-[5-allyl-2-(10-tetrahydropyranyloxydecyloxy)phenyl]phenol). Isolated yield 26.8%. As a reaction SMILES: [CH2:1]=[CH:2][CH2:3][C:4]1[CH:5]=[CH:6][C:7]([OH:20])=[C:8]([C:10]2[CH:11]=[C:12]([CH2:17][CH:18]=[CH2:19])[CH:13]=[CH:14][C:15]=2[OH:16])[CH:9]=1.[H-].[Na+].[H][H].I[CH2:26][CH2:27][CH2:28][CH2:29][CH2:30][CH2:31][CH2:32][CH2:33][CH2:34][CH2:35][O:36][CH:37]1[CH2:42][CH2:41][CH2:40][CH2:39][O:38]1>CN(C=O)C>[CH2:3]([C:4]1[CH:5]=[CH:6][C:7]([OH:20])=[C:8]([C:10]2[CH:11]=[C:12]([CH2:17][CH:18]=[CH2:19])[CH:13]=[CH:14][C:15]=2[O:16][CH2:26][CH2:27][CH2:28][CH2:29][CH2:30][CH2:31][CH2:32][CH2:33][CH2:34][CH2:35][O:36][CH:37]2[CH2:42][CH2:41][CH2:40][CH2:39][O:38]2)[CH:9]=1)[CH:2]=[CH2:1] |f:1.2|. Reported procedure: A solution was prepared by dissolving 0.53 g of Magnolol into DMF. The solution, wherein 80 mg of sodium hydride (60% oiliness) was added, was stirred at room temperature until generation of hydrogen gas stopped. The reaction mixture, added 1.0 g of 2-(10-iododecyloxy)tetrahydropyrane, was heated to 70° C. with stirring for 3 hours. The solvent in the reaction mixtures was removed under reduced pressure, and an aqueous solution of ammonium chloride was added into the residue to extract with diet... Reactants: FC1=C(CSC2=NC(=CC(=N2)NS(=O)(=O)C)N[C@@H](CO)C)C=CC=C1C (N-(2-[(2-Fluoro-3-methylbenzyl)thio]-6-{[(1R)-2-hydroxy-1-methylethyl]amino}-pyrimidin-4-yl)methanesulfonamide), NC(CO)(C)C (2-amino-2-methyl-1 propanol), FC(C(=O)O)(F)F (trifluoroacetic acid). The product is FC1=C(CSC2=NC(=CC(=N2)NS(=O)(=O)C)NC(CO)(C)C)C=CC=C1C (N-{2-[(2-Fluoro-3-methylbenzyl)thio]-6-[(2-hydroxy-1,1-dimethylethyl)amino]-pyrimidin-4-yl}methanesulfonamide). Procedure: The title compound was prepared as a white solid by the method of Example 115 using the subtitle product of Example 115 step (1.0 g), 2-amino-2-methyl-1 propanol (1.5 ml) and trifluoroacetic acid (2 ml). Yield: 0.19 g. Reaction SMILES: [F:1][C:2]1[C:25]([CH3:26])=[CH:24][CH:23]=[CH:22][C:3]=1[CH2:4][S:5][C:6]1[N:11]=[C:10]([NH:12][S:13]([CH3:16])(=[O:15])=[O:14])[CH:9]=[C:8]([NH:17][C@H:18]([CH3:21])[CH2:19][OH:20])[N:7]=1.N[C:28](C)(C)CO.FC(F)(F)C(O)=O>>[F:1][C:2]1[C:25]([CH3:26])=[CH:24][CH:23]=[CH:22][C:3]=1[CH2:4][S:5][C:6]1[N:11]=[C:10]([NH:12][S:13]([CH3:16])(=[O:15])=[O:14])[CH:9]=[C:8]([NH:17][C:18]([CH3:28])([CH3:21])[CH2:19][OH:20])[N:7]=1.